Dataset: the Open Reaction Database (ORD), a public repository of structured organic reaction records. Task: describe an organic reaction: reactants, conditions, products, and yield Reactants: C(C)OC(CC#N)=O (cyanoacetic acid ethyl ester), C(C)(=O)C1=CC=NC=C1 (4-acetylpyridine). Procedure: Analogously to Example 1a, 1.82 g of product is obtained from 7.57 g of ammonium acetate, 1.31 ml of cyanoacetic acid ethyl ester, 1.36 ml of 4-acetylpyridine and 1.5 g of 3-hydroxybenzaldehyde. Reaction SMILES: C([O:3][C:4](=[O:8])[CH2:5][C:6]#[N:7])C.[C:9]([C:12]1C=CN=C[CH:13]=1)(=[O:11])[CH3:10]>>[C:4]([O-:8])(=[O:3])[CH3:5].[NH4+:7].[OH:11][C:9]1[CH:10]=[C:5]([CH:6]=[CH:13][CH:12]=1)[CH:4]=[O:8] |f:2.3|. The product is product, C(C)(=O)[O-].[NH4+] (ammonium acetate), OC=1C=C(C=O)C=CC1 (3-hydroxybenzaldehyde). RXN SMILES: [Br:1][c:2]1[c:3]([CH3:9])[n:4][c:5]([CH3:8])[cH:6][cH:7]1.[CH2:10]([Li:11])[CH2:12][CH2:13][CH3:14].[CH:15]([O:16][B:19]1[O:20][C:21]([CH3:26])([CH3:27])[C:22]([CH3:24])([CH3:25])[O:23]1)([CH3:17])[CH3:18]>>[c:2]1([B:19]2[O:20][C:21]([CH3:26])([CH3:27])[C:22]([CH3:24])([CH3:25])[O:23]2)[c:3]([CH3:9])[n:4][c:5]([CH3:8])[cH:6][cH:7]1. The product is Cc1ccc(B2OC(C)(C)C(C)(C)O2)c(C)n1. Starting materials: Cc1ccc(Br)c(C)n1, [Li]CCCC, CC(C)OB1OC(C)(C)C(C)(C)O1. Reactants: NC1CCOCC1 (4-aminotetrahydro-pyran), C1(CCCC1)C1=CN(C2=CC=CC=C12)S(=O)(=O)C1=CC=C(C(=O)O)C=C1 (4-(3-cyclopentyl-indole-1-sulfonyl)-benzoic acid), CN1CCOCC1 (N-methylmorpholine), ClC1=NC(=NC(=N1)OC)OC (2-chloro-4,6-dimethoxy-1,3,5-triazine), Cl (HCl). The solvent is C(Cl)Cl (methylene chloride), C1CCOC1 (THF), C1CCOC1 (THF). Conditions: temperature 5 celsius, time 1 hour. The product is C1(CCCC1)C1=CN(C2=CC=CC=C12)S(=O)(=O)C1=CC=C(C(=O)NC2CCOCC2)C=C1 (4-(3-Cyclopentyl-indole-1-sulfonyl)-N-(tetrahydro-pyran-4-yl)-benzamide). RXN SMILES: [CH:1]1([C:6]2[C:14]3[C:9](=[CH:10][CH:11]=[CH:12][CH:13]=3)[N:8]([S:15]([C:18]3[CH:26]=[CH:25][C:21]([C:22]([OH:24])=O)=[CH:20][CH:19]=3)(=[O:17])=[O:16])[CH:7]=2)[CH2:5][CH2:4][CH2:3][CH2:2]1.CN1CCOCC1.ClC1N=C(OC)N=C(OC)N=1.[NH2:45][CH:46]1[CH2:51][CH2:50][O:49][CH2:48][CH2:47]1.Cl>C1COCC1.C(Cl)Cl>[CH:1]1([C:6]2[C:14]3[C:9](=[CH:10][CH:11]=[CH:12][CH:13]=3)[N:8]([S:15]([C:18]3[CH:26]=[CH:25][C:21]([C:22]([NH:45][CH:46]4[CH2:51][CH2:50][O:49][CH2:48][CH2:47]4)=[O:24])=[CH:20][CH:19]=3)(=[O:17])=[O:16])[CH:7]=2)[CH2:5][CH2:4][CH2:3][CH2:2]1. Procedure: Stir a solution of 4-(3-cyclopentyl-indole-1-sulfonyl)-benzoic acid (19.0 g, 51.43 mmol) in anhydrous THF (250 mL), cool to 5° C., add N-methylmorpholine (5.8 mL, 52.72 mmol) and 2-chloro-4,6-dimethoxy-1,3,5-triazine (CDMT) (9.0 g, 51.34 mmol). Stir the mixture at 0-5° C. for 1 h, add a solution of 4-aminotetrahydro-pyran (5.8 g, 57.36 mmol) in dry THF (75 mL) via dropping funnel. Bring the mixture to room temperature, stir for 3 h, and cool back down to 5° C. Stir the mixture and add 1N HCl (25... Reactants: COC(=O)c1cn(-c2ccc3ncccc3c2)c2ccccc12, Cl, [Li+], C1CCOC1, [OH-], O, O. The product is O=C(O)c1cn(-c2ccc3ncccc3c2)c2ccccc12. RXN SMILES: [CH3:4][O:5][C:6](=[O:7])[c:8]1[cH:9][n:10](-[c:17]2[cH:18][c:19]3[cH:20][cH:21][cH:22][n:23][c:24]3[cH:25][cH:26]2)[c:11]2[cH:12][cH:13][cH:14][cH:15][c:16]12.[ClH:27].[Li+:3].[O:28]1[CH2:29][CH2:30][CH2:31][CH2:32]1.[OH-:2].[OH2:1].[OH2:33]>>[O:5]=[C:6]([OH:7])[c:8]1[cH:9][n:10](-[c:17]2[cH:18][c:19]3[cH:20][cH:21][cH:22][n:23][c:24]3[cH:25][cH:26]2)[c:11]2[cH:12][cH:13][cH:14][cH:15][c:16]12. Reactants: OC=1C=C(C=CC1)C1=CC(=CC=C1)COC1CCN(CC1)C(CCC(C#N)(C1=CC=CC=C1)C1=CC=CC=C1)(C)C (5-{4-[(3′-hydroxybiphenyl-3-yl)methoxy]piperidin-1-yl}-5-methyl-2,2-diphenylhexanenitrile), [OH-].[K+] (potassium hydroxide). Run in CC(CC)C(C)O (3-methyl-4-pentanol). The product is N (ammonia), OC=1C=C(C=CC1)C1=CC(=CC=C1)COC1CCN(CC1)C(CCC(C(=O)N)(C1=CC=CC=C1)C1=CC=CC=C1)(C)C (5-{4-[(3′-hydroxybiphenyl-3-yl)methoxy]piperidin-1-yl}-5-methyl-2,2-diphenylhexanamide). As a reaction SMILES: [OH:1][C:2]1[CH:3]=[C:4]([C:8]2[CH:13]=[CH:12][CH:11]=[C:10]([CH2:14][O:15][CH:16]3[CH2:21][CH2:20][N:19]([C:22]([CH3:41])([CH3:40])[CH2:23][CH2:24][C:25]([C:34]4[CH:39]=[CH:38][CH:37]=[CH:36][CH:35]=4)([C:28]4[CH:33]=[CH:32][CH:31]=[CH:30][CH:29]=4)[C:26]#[N:27])[CH2:18][CH2:17]3)[CH:9]=2)[CH:5]=[CH:6][CH:7]=1.[OH-:42].[K+]>CC(C(O)C)CC>[NH3:19].[OH:1][C:2]1[CH:3]=[C:4]([C:8]2[CH:13]=[CH:12][CH:11]=[C:10]([CH2:14][O:15][CH:16]3[CH2:17][CH2:18][N:19]([C:22]([CH3:41])([CH3:40])[CH2:23][CH2:24][C:25]([C:28]4[CH:29]=[CH:30][CH:31]=[CH:32][CH:33]=4)([C:34]4[CH:35]=[CH:36][CH:37]=[CH:38][CH:39]=4)[C:26]([NH2:27])=[O:42])[CH2:20][CH2:21]3)[CH:9]=2)[CH:5]=[CH:6][CH:7]=1 |f:1.2|. Procedure details: A suspension of the product of example 97 (70 mg, 0.13 mmol) and powdered potassium hydroxide (144 mg, 2.57 mmol) in 3-methyl-4-pentanol (4 mL) was heated under reflux for 36 hours. The reaction mixture was allowed to cool to room temperature and the solvent removed under reduced pressure. The residue was partitioned between ethyl acetate (30 mL) and water (20 mL). The organic layer was separated, dried over magnesium sulphate and concentrated in vacuo. The residue was purified by chromatography... Starting materials: CS(=O)(=O)O, CO, [Na], COC(Cc1ccc(O)cc1)C(=O)O. The product is COC(=O)C(Cc1ccc(O)cc1)OC. As a reaction SMILES: [CH3:16][S:17](=[O:18])(=[O:19])[OH:20].[CH3:21][OH:22].[Na:1].[OH:2][c:3]1[cH:4][cH:5][c:6]([CH2:9][CH:10]([C:11](=[O:12])[OH:13])[O:14][CH3:15])[cH:7][cH:8]1>>[OH:2][c:3]1[cH:4][cH:5][c:6]([CH2:9][CH:10]([C:11]([O:12][CH3:16])=[O:13])[O:14][CH3:15])[cH:7][cH:8]1. RXN SMILES: [K+:17].[NH2:1][c:2]1[n:3][c:4]([CH3:16])[c:5](-[c:9]2[c:10]([Cl:15])[cH:11][cH:12][cH:13][cH:14]2)[c:6]([NH2:8])[n:7]1.[Na+:23].[O-:18][N+:19]([O-:20])=[O:21].[OH-:22].[S:24](=[O:25])(=[O:26])([OH:27])[OH:28]>>[NH2:1][c:2]1[n:3][c:4]([CH3:16])[c:5](-[c:9]2[c:10]([Cl:15])[cH:11][cH:12][c:13]([N+:19](=[O:18])[O-:20])[cH:14]2)[c:6]([NH2:8])[n:7]1. Product: Cc1nc(N)nc(N)c1-c1cc([N+](=O)[O-])ccc1Cl. Starting materials: [K+], Cc1nc(N)nc(N)c1-c1ccccc1Cl, [Na+], O=[N+]([O-])[O-], [OH-], O=S(=O)(O)O. The reactants are O=C([O-])[O-], CCOc1ccc(CCl)cc1OCC, CCOC(C)=O, [K+], [K+], CN(C)C=O, COC(=O)C1=Cc2cc(O)ccc2S(=O)(=O)CC1. The product is CCOc1ccc(COc2ccc3c(c2)C=C(C(=O)OC)CCS3(=O)=O)cc1OCC. As a reaction SMILES: [C:33](=[O:34])([O-:35])[O-:36].[CH2:19]([CH3:20])[O:21][c:22]1[cH:23][c:24]([CH2:25][Cl:26])[cH:27][cH:28][c:29]1[O:30][CH2:31][CH3:32].[CH3:44][CH2:45][O:46][C:47](=[O:48])[CH3:49].[K+:37].[K+:38].[O:39]=[CH:40][N:41]([CH3:42])[CH3:43].[OH:1][c:2]1[cH:3][cH:4][c:5]2[c:6]([cH:18]1)[CH:7]=[C:8]([C:14](=[O:15])[O:16][CH3:17])[CH2:9][CH2:10][S:11]2(=[O:12])=[O:13]>>[O:1]([c:2]1[cH:3][cH:4][c:5]2[c:6]([cH:18]1)[CH:7]=[C:8]([C:14](=[O:15])[O:16][CH3:17])[CH2:9][CH2:10][S:11]2(=[O:12])=[O:13])[CH2:25][c:24]1[cH:23][c:22]([O:21][CH2:19][CH3:20])[c:29]([O:30][CH2:31][CH3:32])[cH:28][cH:27]1.